From a dataset of the Open Reaction Database (ORD), a public repository of structured organic reaction records. describe an organic reaction: reactants, conditions, products, and yield Starting materials: CCOC(=O)CBr, CN(C)C=O, COC1=CC(=O)NC1, Cl, [H-], [Na+]. Product: CCOC(=O)CN1CC(OC)=CC1=O. As a reaction SMILES: [CH2:9]([CH3:10])[O:11][C:12]([CH2:13][Br:14])=[O:15].[CH3:19][N:20]([CH3:21])[CH:22]=[O:23].[CH3:1][O:2][C:3]1=[CH:4][C:5](=[O:8])[NH:6][CH2:7]1.[ClH:18].[H-:16].[Na+:17]>>[CH3:1][O:2][C:3]1=[CH:4][C:5](=[O:8])[N:6]([CH2:13][C:12]([O:11][CH2:9][CH3:10])=[O:15])[CH2:7]1. The reactants are CCCCC(O)c1cccc(Br)n1, C1CCOC1, O=C(N=NC(=O)N1CCCCC1)N1CCCCC1, CCOC(=O)COc1ccc(O)cc1CC. Product: CCCCC(Oc1ccc(OCC(=O)OCC)c(CC)c1)c1cccc(Br)n1. Reaction SMILES: [Br:1][c:2]1[cH:3][cH:4][cH:5][c:6]([CH:8]([CH2:9][CH2:10][CH2:11][CH3:12])[OH:13])[n:7]1.[CH2:48]1[O:49][CH2:50][CH2:51][CH2:52]1.[N:30]([C:31]([N:32]1[CH2:33][CH2:34][CH2:35][CH2:36][CH2:37]1)=[O:38])=[N:39][C:40]([N:41]1[CH2:42][CH2:43][CH2:44][CH2:45][CH2:46]1)=[O:47].[OH:14][c:15]1[cH:16][c:17]([CH2:28][CH3:29])[c:18]([O:19][CH2:20][C:21](=[O:22])[O:23][CH2:24][CH3:25])[cH:26][cH:27]1>>[Br:1][c:2]1[cH:3][cH:4][cH:5][c:6]([CH:8]([CH2:9][CH2:10][CH2:11][CH3:12])[O:13][c:15]2[cH:16][c:17]([CH2:28][CH3:29])[c:18]([O:19][CH2:20][C:21](=[O:22])[O:23][CH2:24][CH3:25])[cH:26][cH:27]2)[n:7]1. Reactants: [H][H] (hydrogen), C(C1=CC=CC=C1)N1CCC(CC1)(N(C(C)=O)OCC1=CC=CC=C1)C(=O)OC (1-benzyl-4-methoxycarbonyl-4-(N-phenylmethoxyacetamido)piperidine). The reagents and catalysts are [Pd] (palladium-on-charcoal). The solvent is C(C)(=O)O (acetic acid). The product is COC(=O)C1(CCNCC1)N(C(C)=O)OCC1=CC=CC=C1 (4-methoxycarbonyl-4-(N-phenylmethoxyacetamido)piperidine). RXN SMILES: C([N:8]1[CH2:13][CH2:12][C:11]([C:26]([O:28][CH3:29])=[O:27])([N:14]([O:18][CH2:19][C:20]2[CH:25]=[CH:24][CH:23]=[CH:22][CH:21]=2)[C:15](=[O:17])[CH3:16])[CH2:10][CH2:9]1)C1C=CC=CC=1.[H][H]>[Pd].C(O)(=O)C>[CH3:29][O:28][C:26]([C:11]1([N:14]([O:18][CH2:19][C:20]2[CH:21]=[CH:22][CH:23]=[CH:24][CH:25]=2)[C:15](=[O:17])[CH3:16])[CH2:12][CH2:13][NH:8][CH2:9][CH2:10]1)=[O:27]. Procedure: A mixture of 12.45 g of 1-benzyl-4-methoxycarbonyl-4-(N-phenylmethoxyacetamido)piperidine and 250 ml of acetic acid is hydrogenated at room temperature and pressure with 1.5 g of 10% palladium-on-charcoal catalyst. After the calculated amount of hydrogen is taken up, the catalyst is filtered off. The acetic acid is flash evaporated, the residue is dissolved in toulene and stirred with 10 g of anhydrous sodium carbonate. The solid is filtered and the filtrate is flash evaporated to obtain 4-metho... Conditions: temperature 0 celsius, time 14 hour. RXN SMILES: [Br:1][C:2]1[CH:7]=[CH:6][C:5]([NH:8][C:9]2[N:13]([CH2:14][CH2:15][CH2:16][CH2:17]O)[C:12]3[C:19]([CH:24]([CH2:27][CH3:28])[CH2:25][CH3:26])=[CH:20][CH:21]=[C:22]([Cl:23])[C:11]=3[N:10]=2)=[C:4]([CH3:29])[CH:3]=1.CS(Cl)(=O)=O.S([O-])(=O)(=O)C.C(=O)([O-])[O-].[K+].[K+]>O1CCCC1.C(N(CC)CC)C.C(=O)([O-])O.[Na+].CN(C)C=O.O>[Br:1][C:2]1[CH:7]=[CH:6][C:5]([N:8]2[C:9]3=[N:10][C:11]4[C:22]([Cl:23])=[CH:21][CH:20]=[C:19]([CH:24]([CH2:27][CH3:28])[CH2:25][CH3:26])[C:12]=4[N:13]3[CH2:14][CH2:15][CH2:16][CH2:17]2)=[C:4]([CH3:29])[CH:3]=1 |f:3.4.5,8.9|. The product is BrC1=CC(=C(C=C1)N1CCCCN2C1=NC1=C2C(=CC=C1Cl)C(CC)CC)C (1-(4-Bromo-2-methylphenyl)-10-chloro-7-(1-ethylpropyl)-2,3,4,5-tetrahydro-1H-[1,3]diazepino[1,2-a]benzimidazole). Procedure details: To a solution of 4-[2-[(4-bromo-2-methylphenyl)amino]-4-chloro-7-(1-ethylpropyl)-1H-benzimidazol-1-yl]butan-1-ol (Reference Example 61; 1.10 g, 2.30 mmol) in tetrahydrofuran (20 mL) and triethylamine (1.6 mL) was added methanesulfonyl chloride (0.72 mL, 9.24 mmol) at 0° C. The mixture was stirred at 0° C. for 14 hr, and diluted with aqueous sodium hydrogen carbonate and extracted with ethyl acetate. The combined organic layer was washed with brine, dried over anhydrous magnesium sulfate, filtere... Reactants: BrC1=CC(=C(C=C1)NC1=NC2=C(N1CCCCO)C(=CC=C2Cl)C(CC)CC)C (4-[2-[(4-Bromo-2-methylphenyl)amino]-4-chloro-7-(1-ethylpropyl)-1H-benzimidazol-1-yl]butan-1-ol), CS(=O)(=O)Cl (methanesulfonyl chloride), S(C)(=O)(=O)[O-] (mesylate), C([O-])([O-])=O.[K+].[K+] (potassium carbonate). The solvent is O1CCCC1 (tetrahydrofuran), C(C)N(CC)CC (triethylamine), CN(C=O)C (N,N-dimethylformamide), C(O)([O-])=O.[Na+] (sodium hydrogen carbonate), O (water). The reactants are O=C(NCC(O)C(=O)O)OCC1c2ccccc2-c2ccccc21, C1CCNCC1, CN1CCCC1=O, CC#N, O=Cc1ccc(C(=O)O)cc1, CC(C)N=C=NC(C)C, CN(C)C=O, On1nnc2ccccc21. RXN SMILES: [C:1]([O:2][CH2:3][CH:4]1[c:5]2[c:6]([cH:7][cH:8][cH:9][cH:10]2)-[c:11]2[c:12]1[cH:13][cH:14][cH:15][cH:16]2)(=[O:17])[NH:18][CH2:19][CH:20]([OH:21])[C:22](=[O:23])[OH:24].[CH2:25]1[CH2:26][CH2:27][NH:28][CH2:29][CH2:30]1.[CH3:66][N:67]1[CH2:68][CH2:69][CH2:70][C:71]1=[O:72].[CH3:73][C:74]#[N:75].[CH:31](=[O:32])[c:33]1[cH:34][cH:35][c:36]([C:37](=[O:38])[OH:39])[cH:40][cH:41]1.[CH:52]([N:53]=[C:54]=[N:55][CH:56]([CH3:57])[CH3:58])([CH3:59])[CH3:60].[O:61]=[CH:62][N:63]([CH3:64])[CH3:65].[OH:42][n:43]1[c:44]2[c:45]([cH:46][cH:47][cH:48][cH:49]2)[n:50][n:51]1>>[NH:18]([CH2:19][CH:20]([OH:21])[C:22](=[O:23])[OH:24])[C:37]([c:36]1[cH:35][cH:34][c:33]([CH:31]=[O:32])[cH:41][cH:40]1)=[O:39]. The product is O=Cc1ccc(C(=O)NCC(O)C(=O)O)cc1.